Dataset: the Open Reaction Database (ORD), a public repository of structured organic reaction records. Task: describe an organic reaction: reactants, conditions, products, and yield Starting materials: NC1=C2N=CN(C2=NC(=N1)NCC(C)C)CC1=CC=CC=C1 (6-Amino-9-benzyl-2-(isobutylamino)purine), BrBr (bromine), S(=S)(=O)([O-])[O-].[Na+].[Na+] (sodium thiosulfate). Solvent: C(Cl)Cl (methylene chloride). Run at time 1 hour. The product is NC1=C2N=C(N(C2=NC(=N1)NCC(C)C)CC1=CC=CC=C1)Br (6-Amino-9-benzyl-8-bromo-2-(isobutylamino)purine). Yield: 65.0%. As a reaction SMILES: [NH2:1][C:2]1[N:10]=[C:9]([NH:11][CH2:12][CH:13]([CH3:15])[CH3:14])[N:8]=[C:7]2[C:3]=1[N:4]=[CH:5][N:6]2[CH2:16][C:17]1[CH:22]=[CH:21][CH:20]=[CH:19][CH:18]=1.[Br:23]Br.S([O-])([O-])(=O)=S.[Na+].[Na+]>C(Cl)Cl>[NH2:1][C:2]1[N:10]=[C:9]([NH:11][CH2:12][CH:13]([CH3:15])[CH3:14])[N:8]=[C:7]2[C:3]=1[N:4]=[C:5]([Br:23])[N:6]2[CH2:16][C:17]1[CH:22]=[CH:21][CH:20]=[CH:19][CH:18]=1 |f:2.3.4|. Procedure: 6-Amino-9-benzyl-2-(isobutylamino)purine (75 mg, 0.25 mmol) and bromine (0.5 ml) were dissolved in 50 ml of methylene chloride and the solution was stirred at room temperature for 1 hour. Aqueous sodium thiosulfate was added to the reaction mixture. The organic layer was separated, dried on sodium sulfate and filtered. The solvent of the filtrate was evaporated in vacuo. The residue was purified with silica gel chromatography (1% methanol/chloroform) to give the subject compound (62 mg, yield 65... Reactants: 606, C(=O)OCC (ethyl formate), P(=O)([O-])([O-])[O-].P(=O)(O)(O)[O-].[K+] (phosphate potassium dihydrogenphosphate), C1OC=2C=C(C=CC2O1)CCC(=O)OCC (ethyl 3-(3,4-methylenedioxyphenyl)-propionate), raw materials, raw materials, raw materials, [H-].[Na+] (NaH), C(=O)OCC (ethyl formate), [H-].[Na+] (NaH), C(=O)OCC (ethyl formate), [H-].[Na+] (NaH), [H-].[Na+] (NaH), C(=O)OCC (ethyl formate). Run in C1CCOC1 (THF), C1CCOC1 (THF), C(C)#N (acetonitrile). Conditions: temperature 0 celsius, time 20 minute. Product: C(=O)C(C(=O)OCC)CC1=CC2=C(C=C1)OCO2 (ethyl 2-formyl-3-(3,4-methylenedioxyphenyl)-propionate). As a reaction SMILES: [H-].[Na+].[CH2:3]1[O:11][C:10]2[CH:9]=[CH:8][C:7]([CH2:12][CH2:13][C:14]([O:16][CH2:17][CH3:18])=[O:15])=[CH:6][C:5]=2[O:4]1.[CH:19](OCC)=[O:20].P([O-])([O-])([O-])=O.P([O-])(O)(O)=O.[K+]>C1COCC1.C(#N)C>[CH:19]([CH:13]([CH2:12][C:7]1[CH:8]=[CH:9][C:10]2[O:11][CH2:3][O:4][C:5]=2[CH:6]=1)[C:14]([O:16][CH2:17][CH3:18])=[O:15])=[O:20] |f:0.1,4.5.6|. Procedure: First 2.0 g of 606 NaH was suspended in 30 ml of THF and the suspension solution was cooled to 0° C. Then, 6.0 g of ethyl 3-(3,4-methylenedioxyphenyl)-propionate (purity: 92.1% by weight) was dissolved in 20 ml of THF and added dropwise to the suspension solution prepared above. After 4 ml of ethyl formate was added at 0° C., the solution was returned to room temperature and stirred for a further 20 minutes. The reaction solution was heated to 40° C. and stirring was further continued. About 30 ... The reactants are CC=1SC(=C(C1C(=O)N[C@@H](C)C1=CC=C(C(=O)O)C=C1)CC1=CC=C(C=C1)C(F)(F)F)C (4-{(1S)-1-[({2,5-dimethyl-4-[4-(trifluoromethyl)benzyl]-3-thienyl}carbonyl)amino]ethyl}benzoic acid), C1CCOC1 (THF), O (water), [OH-].[Na+] (NaOH). Solvent: CCO (EtOH). Yields the product CC=1SC(=C(C1C(=O)N[C@@H](C)C1=CC=C(C(=O)[O-])C=C1)CC1=CC=C(C=C1)C(F)(F)F)C.[Na+] (Sodium 4-{(1S)-1-[({2,5-dimethyl-4-[4-(trifluoromethyl)benzyl]-3-thienyl}carbonyl)amino]ethyl}benzoate). Reaction SMILES: [CH3:1][C:2]1[S:3][C:4]([CH3:32])=[C:5]([CH2:21][C:22]2[CH:27]=[CH:26][C:25]([C:28]([F:31])([F:30])[F:29])=[CH:24][CH:23]=2)[C:6]=1[C:7]([NH:9][C@H:10]([C:12]1[CH:20]=[CH:19][C:15]([C:16]([OH:18])=[O:17])=[CH:14][CH:13]=1)[CH3:11])=[O:8].C1COCC1.O.[OH-].[Na+:40]>CCO>[CH3:1][C:2]1[S:3][C:4]([CH3:32])=[C:5]([CH2:21][C:22]2[CH:23]=[CH:24][C:25]([C:28]([F:30])([F:31])[F:29])=[CH:26][CH:27]=2)[C:6]=1[C:7]([NH:9][C@H:10]([C:12]1[CH:20]=[CH:19][C:15]([C:16]([O-:18])=[O:17])=[CH:14][CH:13]=1)[CH3:11])=[O:8].[Na+:40] |f:3.4,6.7|. Reported procedure: To a solution of 4-{(1S)-1-[({2,5-dimethyl-4-[4-(trifluoromethyl)benzyl]-3-thienyl}carbonyl)amino]ethyl}benzoic acid from Example 12 (1.70 g, 3.68 mmol) in a mixture of EtOH (50 mL), THF (15 mL) and water (15 mL) was added NaOH (1N in water, 3.68 mL, 3.68 mmol). After 10 min. the solution was concentrated to dryness and the residue was dried under high vacuum to afford the desired product as an off-white solid. MS (−APCI): m/z 460 (M−23)−. Reactants: NC1=C(C=C(C=2C(C3=CC=CC=C3C(C12)=O)=O)O)Br (1-amino-2-bromo-4-hydroxyanthraquinone), C1(=CC=CC=C1)O (phenol), NC1=C(C=C(C=2C(C3=CC=CC=C3C(C12)=O)=O)O)OC1=CC=CC=C1 (1-amino-2-phenoxy-4-hydroxyanthraquinone). Run in [OH-].[K+] (potassium hydroxide). Product: O(C1=CC=CC=C1)C1=CC=CC=2C(C3=CC=CC=C3C(C12)=O)=O (phenoxyanthraquinone). RXN SMILES: N[C:2]1[C:15]2[C:14](=[O:16])[C:13]3[C:8](=[CH:9][CH:10]=[CH:11][CH:12]=3)[C:7](=[O:17])[C:6]=2[C:5](O)=[CH:4][C:3]=1OC1C=CC=CC=1.NC1[C:40]2[C:39](=[O:41])[C:38]3[C:33](=CC=CC=3)[C:32](=O)[C:31]=2C(O)=CC=1Br.C1(O)C=CC=CC=1>[OH-].[K+]>[O:41]([C:2]1[C:15]2[C:14](=[O:16])[C:13]3[C:8](=[CH:9][CH:10]=[CH:11][CH:12]=3)[C:7](=[O:17])[C:6]=2[CH:5]=[CH:4][CH:3]=1)[C:39]1[CH:40]=[CH:31][CH:32]=[CH:33][CH:38]=1 |f:3.4|. Procedure: Ya. B. Shteinberg and S. S. Tkachenko, Zh. Prikl. Khim. 49 (1976) 4, 904-905, describe a process for the preparation of 1-amino-2-phenoxy-4-hydroxyanthraquinone in an aqueous medium. In this process, 1-amino-2-bromo-4-hydroxyanthraquinone is reacted with phenol in aqueous potassium hydroxide solution in the presence of dispersants at 150° C. The authors claim yields of 87-90%. On repeating this process with various dispersants, we were unable to obtain a phenoxyanthraquinone derivative which cou... The reactants are Cc1ccc(C(=O)OCCl)cc1, CN(C)C=O, [Cl-], O=c1nc(-c2cc(C(F)(F)F)ccn2)[nH]o1, [H-], [NH4+], [Na+]. Yields the product Cc1ccc(C(=O)OCn2c(-c3cc(C(F)(F)F)ccn3)noc2=O)cc1. Reaction SMILES: [CH3:19][c:20]1[cH:21][cH:22][c:23]([C:24](=[O:25])[O:26][CH2:27][Cl:28])[cH:29][cH:30]1.[CH3:33][N:34]([CH3:35])[CH:36]=[O:37].[Cl-:31].[F:3][C:4]([c:5]1[cH:6][c:7](-[c:11]2[nH:12][o:13][c:14](=[O:16])[n:15]2)[n:8][cH:9][cH:10]1)([F:17])[F:18].[H-:1].[NH4+:32].[Na+:2]>>[F:3][C:4]([c:5]1[cH:6][c:7](-[c:11]2[n:12][o:13][c:14](=[O:16])[n:15]2[CH2:27][O:26][C:24]([c:23]2[cH:22][cH:21][c:20]([CH3:19])[cH:30][cH:29]2)=[O:25])[n:8][cH:9][cH:10]1)([F:17])[F:18].